Dataset: the Open Reaction Database (ORD), a public repository of structured organic reaction records. Task: describe an organic reaction: reactants, conditions, products, and yield The reactants are O=C([O-])[O-], CC1COCC(C)N1, COC(=O)c1cccc2oc(Cl)nc12, [K+], [K+], CN(C)C=O, O. Product: COC(=O)c1cccc2oc(N3C(C)COCC3C)nc12. As a reaction SMILES: [C:23](=[O:24])([O-:25])[O-:26].[CH3:15][CH:16]1[CH2:17][O:18][CH2:19][CH:20]([CH3:22])[NH:21]1.[Cl:1][c:2]1[o:3][c:4]2[c:5]([n:6]1)[c:7]([C:11](=[O:12])[O:13][CH3:14])[cH:8][cH:9][cH:10]2.[K+:27].[K+:28].[O:29]=[CH:30][N:31]([CH3:32])[CH3:33].[OH2:34]>>[c:2]1([N:21]2[CH:16]([CH3:15])[CH2:17][O:18][CH2:19][CH:20]2[CH3:22])[o:3][c:4]2[c:5]([n:6]1)[c:7]([C:11](=[O:12])[O:13][CH3:14])[cH:8][cH:9][cH:10]2. Reactants: C1(CCCCCCC1)NC(C1=CC(=C(C=C1)OC)OC)=O (3,4-dimethoxy-benzoic acid cyclooctylamide), [H-].[Al+3].[Li+].[H-].[H-].[H-] (lithium-aluminium hydride), Cl (hydrochloric acid), O (water). Reaction SMILES: [CH:1]1([NH:9][C:10](=O)[C:11]2[CH:16]=[CH:15][C:14]([O:17][CH3:18])=[C:13]([O:19][CH3:20])[CH:12]=2)[CH2:8][CH2:7][CH2:6][CH2:5][CH2:4][CH2:3][CH2:2]1.[H-].[Al+3].[Li+].[H-].[H-].[H-].O.[ClH:29]>C1COCC1>[ClH:29].[CH:1]1([NH:9][CH2:10][C:11]2[CH:16]=[CH:15][C:14]([O:17][CH3:18])=[C:13]([O:19][CH3:20])[CH:12]=2)[CH2:2][CH2:3][CH2:4][CH2:5][CH2:6][CH2:7][CH2:8]1 |f:1.2.3.4.5.6,10.11|. Procedure: A solution of 5.0 g of 3,4-dimethoxy-benzoic acid cyclooctylamide in 20 ml of absolute THF was added dropwise to a suspension of 1.4 g of lithium-aluminium hydride in 30 ml of absolute THF, the reaction mixture was heated for 4 hours to the boiling temperature and, after having cooled, it was cautiously combined with water. The residue was treated with 50 ml of THF, the combined organic phases were dried over Na2SO4, the solvent was removed and the oil obtained was combined with methanolic hydro... The solvent is C1CCOC1 (THF), C1CCOC1 (THF), C1CCOC1 (THF). Product: Cl.C1(CCCCCCC1)NCC1=CC(=C(C=C1)OC)OC (N-cyclooctyl-3,4-dimethoxy-benzylamine-hydrochloride). Starting materials: [Cl-].[NH4+] (ammonium chloride), C(C)(C)(C)OC(NC1=NC=CC=C1)=O (pyridin-2-yl-carbamic acid tert-butyl ester), B(OCC(C)C)(OCC(C)C)OCC(C)C (triisobutyl borate), CN(CCN(C)C)C (N,N,N′,N′-tetramethylethylene diamine), C(CCC)[Li] (n-butyl lithium). Run in O1CCCC1 (tetrahydrofuran), CCOCC (ether). Conditions: temperature -70 celsius, time 10 minute. Yields the product C(C)(C)(C)OC(=O)NC1=NC=CC=C1B(O)O (2-tert-butoxycarbonylamino-3-pyridineboronic acid). Yield: 71.4%. RXN SMILES: [C:1]([O:5][C:6](=[O:14])[NH:7][C:8]1[CH:13]=[CH:12][CH:11]=[CH:10][N:9]=1)([CH3:4])([CH3:3])[CH3:2].CN(C)CCN(C)C.C([Li])CCC.[B:28](OCC(C)C)([O:34]CC(C)C)[O:29]CC(C)C.[Cl-].[NH4+]>CCOCC.O1CCCC1>[C:1]([O:5][C:6]([NH:7][C:8]1[C:13]([B:28]([OH:34])[OH:29])=[CH:12][CH:11]=[CH:10][N:9]=1)=[O:14])([CH3:4])([CH3:2])[CH3:3] |f:4.5|. Procedure details: A solution of tetrahydrofuran (400 mL) of pyridin-2-yl-carbamic acid tert-butyl ester (16 g) described in Manufacturing Example 1-7-1 and N,N,N′,N′-tetramethylethylene diamine (25 g) was cooled to −70° C., n-butyl lithium (78 mL, 2.64 M heptane solution) was added dropwise for 1 hour, and the mixture was stirred for 10 minutes. This mixture was then warmed to between −10° C. and −6° C., and stirred at that temperature for 2 hours. The solution was then cooled again to −70° C., and triisobutyl bo... Starting materials: CC(=O)[O-], CO, [Na+], O=C(c1ccc(O)cc1O)C(CBr)c1ccc(O)c(O)c1. Product: C=C(C(=O)c1ccc(O)cc1O)c1ccc(O)c(O)c1. Reaction SMILES: [CH3:23][C:24](=[O:25])[O-:26].[CH3:27][OH:28].[Na+:22].[OH:1][c:2]1[c:3]([C:9]([CH:10]([CH2:11][Br:12])[c:13]2[cH:14][c:15]([OH:20])[c:16]([OH:19])[cH:17][cH:18]2)=[O:21])[cH:4][cH:5][c:6]([OH:8])[cH:7]1>>[OH:1][c:2]1[c:3]([C:9]([C:10](=[CH2:11])[c:13]2[cH:14][c:15]([OH:20])[c:16]([OH:19])[cH:17][cH:18]2)=[O:21])[cH:4][cH:5][c:6]([OH:8])[cH:7]1.